From a dataset of the Open Reaction Database (ORD), a public repository of structured organic reaction records. describe an organic reaction: reactants, conditions, products, and yield Starting materials: CC(=O)O[BH-](OC(C)=O)OC(C)=O, ClCCl, COc1ccc(-c2ccc(C=O)cc2)cc1, ClCCCl, [Na+], NCCCNc1nsc2nccnc12. Yields the product COc1ccc(-c2ccc(CNCCCNc3nsc4nccnc34)cc2)cc1. As a reaction SMILES: [C:31]([O:32][BH-:33]([O:34][C:35](=[O:36])[CH3:37])[O:38][C:39](=[O:40])[CH3:41])(=[O:42])[CH3:43].[CH2:49]([Cl:50])[Cl:51].[CH3:15][O:16][c:17]1[cH:18][cH:19][c:20](-[c:23]2[cH:24][cH:25][c:26]([CH:29]=[O:30])[cH:27][cH:28]2)[cH:21][cH:22]1.[Cl:45][CH2:46][CH2:47][Cl:48].[Na+:44].[s:1]1[n:2][c:3]([NH:10][CH2:11][CH2:12][CH2:13][NH2:14])[c:4]2[c:5]1[n:6][cH:7][cH:8][n:9]2>>[s:1]1[n:2][c:3]([NH:10][CH2:11][CH2:12][CH2:13][NH:14][CH2:29][c:26]2[cH:25][cH:24][c:23](-[c:20]3[cH:19][cH:18][c:17]([O:16][CH3:15])[cH:22][cH:21]3)[cH:28][cH:27]2)[c:4]2[c:5]1[n:6][cH:7][cH:8][n:9]2. Reactants: FC1(C(SCC1)=CC1=CC=C(C=C1)C(C(=O)OCC)C)F (Ethyl 2-[4-(3,3-difluorothiolan-2-ylidenemethyl)phenyl]propionate), O.[OH-].[Li+] (lithium hydroxide monohydrate). Run in C(C)O.O (ethanol water). Reaction conditions: time 16.5 hour. Yields the product FC1(C(SCC1)=CC1=CC=C(C=C1)C(C(=O)O)C)F (2-[4-(3,3-Difluorothiolan-2-ylidenemethyl)phenyl]propionic Acid). Isolated yield 85.1%. RXN SMILES: [F:1][C:2]1([F:21])[CH2:6][CH2:5][S:4][C:3]1=[CH:7][C:8]1[CH:13]=[CH:12][C:11]([CH:14]([CH3:20])[C:15]([O:17]CC)=[O:16])=[CH:10][CH:9]=1.O.[OH-].[Li+]>C(O)C.O>[F:21][C:2]1([F:1])[CH2:6][CH2:5][S:4][C:3]1=[CH:7][C:8]1[CH:9]=[CH:10][C:11]([CH:14]([CH3:20])[C:15]([OH:17])=[O:16])=[CH:12][CH:13]=1 |f:1.2.3,4.5|. Procedure details: Ethyl 2-[4-(3,3-difluorothiolan-2-ylidenemethyl)phenyl]propionate (43 mg) obtained in Example 24 was dissolved in a solution of ethanol/water (1/1, 1.0 ml), and to the solution was added lithium hydroxide monohydrate (20 mg), and the reaction mixture was stirred at room temperature for 16.5 hours. After completion of the reaction, to the reaction mixture was added 2.0 M aqueous hydrochloric acid, phase separation was performed with ethyl acetate, and the organic layer was dried over sodium sulfa... Starting materials: CCO, N#Cc1ccccc1-n1cncn1. Yields the product NCc1ccccc1-n1cncn1. RXN SMILES: [CH3:14][CH2:15][OH:16].[n:1]1(-[c:6]2[c:7]([C:12]#[N:13])[cH:8][cH:9][cH:10][cH:11]2)[n:2][cH:3][n:4][cH:5]1>>[n:1]1(-[c:6]2[c:7]([CH2:12][NH2:13])[cH:8][cH:9][cH:10][cH:11]2)[n:2][cH:3][n:4][cH:5]1. Starting materials: NC1=C(C=C(C=C1)NC(C)=O)N1CCCCC1 (N-(4-amino-3-piperidin-1-yl-phenyl)-acetamide), C(#N)C1=CC=C(O1)C(=O)Cl (5-cyano-furan-2-carbonyl chloride), CCN(C(C)C)C(C)C (DIEA). Product: C(C)(=O)NC1=CC(=C(C=C1)NC(=O)C=1OC(=CC1)C#N)N1CCCCC1 (5-Cyano-furan-2-carboxylic acid (4-acetylamino-2-piperidin-1-yl-phenyl)-amide). Isolated yield 38.0%. As a reaction SMILES: [NH2:1][C:2]1[CH:7]=[CH:6][C:5]([NH:8][C:9](=[O:11])[CH3:10])=[CH:4][C:3]=1[N:12]1[CH2:17][CH2:16][CH2:15][CH2:14][CH2:13]1.[C:18]([C:20]1[O:24][C:23]([C:25](Cl)=[O:26])=[CH:22][CH:21]=1)#[N:19].CCN(C(C)C)C(C)C>>[C:9]([NH:8][C:5]1[CH:6]=[CH:7][C:2]([NH:1][C:25]([C:23]2[O:24][C:20]([C:18]#[N:19])=[CH:21][CH:22]=2)=[O:26])=[C:3]([N:12]2[CH2:17][CH2:16][CH2:15][CH2:14][CH2:13]2)[CH:4]=1)(=[O:11])[CH3:10]. Reported procedure: Using a procedure similar to Example 3, step (d), N-(4-amino-3-piperidin-1-yl-phenyl)-acetamide (40 mg, 0.17 mmol, as prepared in the previous step) was allowed to react with 5-cyano-furan-2-carbonyl chloride (27 mg, 0.17 mmol) in the presence of DIEA (65 μL, 0.37 mmol) to afford 23 mg (38%) of the title compound as a yellow solid. 1H-NMR (CDCl3; 400 MHz): δ 9.64 (s, 1H),), 8.36 (d, 1H, J=8.5 Hz), 7.70 (br s, 1H), 7.27 (br s, 1H), 7.22 (d, 1H, J=3.8 Hz), 7.14 (br s, 1H), 7.02 (dd, 1H, J=6.6, 8.9... Reactants: C(C1=CC=NC=C1)(=O)OCC (ethyl isonicotinate), [H-].[Al+3].[Li+].[H-].[H-].[H-] (lithium aluminum hydride), C(C1=CN=CC=C1)(=O)OCC (ethyl nicotinate). Run in CCOCC (ether). The product is 3-chloromethyl and 4-chloromethyl pyridinium hydrochloride, OCC=1C=NC=CC1 (3-hydroxymethyl pyridine), OCC1=CC=NC=C1 (4-hydroxymethyl pyridine). RXN SMILES: [C:1](OCC)(=[O:8])[C:2]1[CH:7]=[CH:6][CH:5]=[N:4][CH:3]=1.[C:12](OCC)(=[O:19])[C:13]1[CH:18]=[CH:17][N:16]=[CH:15][CH:14]=1.[H-].[Al+3].[Li+].[H-].[H-].[H-]>CCOCC>[OH:8][CH2:1][C:2]1[CH:3]=[N:4][CH:5]=[CH:6][CH:7]=1.[OH:19][CH2:12][C:13]1[CH:18]=[CH:17][N:16]=[CH:15][CH:14]=1 |f:2.3.4.5.6.7|. Procedure details: In Mosher, Harry S. et al., Journal Of American Chemical Society, 73 Oct.(1951) pp.4925-4927, 3-chloromethyl and 4-chloromethyl pyridinium hydrochloride was prepared by first reducing ethyl nicotinate and ethyl isonicotinate with lithium aluminum hydride in anhydrous ether to produce 3-hydroxymethyl pyridine and 4-hydroxymethyl pyridine respectively. The resulting liquid 3-hydroxymethyl pyridine was separated from the distillate by converting to the hydrochloride. The 3- and 4-hydroxymethyl pyri... Starting materials: CC(C)([O-])C.[K+] (Potassium t-butoxide), O (H2O), CCOCC (ether), BrC1=C(C=C(C=C1)OC)C(C(=O)[O-])C (2-bromo-5-methoxyphenyl-propionate), C(C(=O)OCC)(=O)OCC (diethyl oxalate), CCOCC (ether). Reaction conditions: temperature 0 celsius. The product is O=C(C(=O)OCC)C(CC1=C(C=CC(=C1)OC)Br)C(=O)OCC (2-Oxo-3-carboethoxy-4-(2-bromo-5-methoxyphenyl)butanoic acid, ethyl ester). Yield: 90.0%. RXN SMILES: C[C:2]([CH3:5])([O-:4])C.[K+].[Br:7][C:8]1[CH:13]=[CH:12][C:11]([O:14][CH3:15])=[CH:10][C:9]=1[CH:16]([CH3:20])C([O-])=O.[C:21](OCC)(=[O:27])[C:22]([O:24][CH2:25][CH3:26])=[O:23].O.C[CH2:33][O:34]CC>>[O:27]=[C:21]([CH:20]([C:33]([O:4][CH2:2][CH3:5])=[O:34])[CH2:16][C:9]1[CH:10]=[C:11]([O:14][CH3:15])[CH:12]=[CH:13][C:8]=1[Br:7])[C:22]([O:24][CH2:25][CH3:26])=[O:23] |f:0.1|. Procedure: Potassium t-butoxide (6.72 g) was suspended in 30 ml of anhydrous ether and cooled to 0° C. A solution of 14.35 g of ethyl 3-(2-bromo-5-methoxyphenyl-propionate and 10.95 g diethyl oxalate in 10 ml ether was added dropwise over 15 min. After 2 at 25° C., the reaction was poured into 100 ml H2O and the aqueous layer was separated, acidified to pH 1 and extracted with ether. The ether layer was dried (MgSO4) and the solvent was evaporated to yield 17.48 g of the desired product as a colorless oil ... The reactants are C1(CC1)C=1C(=CC2=C(C(=C(O2)C2=CC=C(C=C2)F)C(=O)NC)C1)N(S(=O)(=O)C)C1=CC=C(C=C1)B1OC(C(O1)(C)C)(C)C (5-cyclopropyl-2-(4-fluorophenyl)-N-methyl-6-(N-(4-(4,4,5,5-tetramethyl-1,3,2-dioxaborolan-2-yl)phenyl)methylsulfonamido)benzofuran-3-carboxamide), C1(=CC=CC=C1)B(O)O (benzeneboronic acid), Cl (HCl). The solvent is O1CCCC1 (tetrahydrofuran). Conditions: time 48 hour. Product: C1(CC1)C=1C(=CC2=C(C(=C(O2)C2=CC=C(C=C2)F)C(NC)=O)C1)N(S(=O)(=O)C)C1=CC=C(C=C1)B(O)O (4-(N-(5-cyclopropyl-2-(4-fluorophenyl)-3-(methylcarbamoyl)benzofuran-6-yl)methylsulfonamido)phenylboronic acid). Yield: 34.3%. Reaction SMILES: [CH:1]1([C:4]2[C:5]([N:24]([C:29]3[CH:34]=[CH:33][C:32]([B:35]4[O:39]C(C)(C)C(C)(C)[O:36]4)=[CH:31][CH:30]=3)[S:25]([CH3:28])(=[O:27])=[O:26])=[CH:6][C:7]3[O:11][C:10]([C:12]4[CH:17]=[CH:16][C:15]([F:18])=[CH:14][CH:13]=4)=[C:9]([C:19]([NH:21][CH3:22])=[O:20])[C:8]=3[CH:23]=2)[CH2:3][CH2:2]1.C1(B(O)O)C=CC=CC=1.Cl>O1CCCC1>[CH:1]1([C:4]2[C:5]([N:24]([C:29]3[CH:30]=[CH:31][C:32]([B:35]([OH:36])[OH:39])=[CH:33][CH:34]=3)[S:25]([CH3:28])(=[O:27])=[O:26])=[CH:6][C:7]3[O:11][C:10]([C:12]4[CH:13]=[CH:14][C:15]([F:18])=[CH:16][CH:17]=4)=[C:9]([C:19](=[O:20])[NH:21][CH3:22])[C:8]=3[CH:23]=2)[CH2:3][CH2:2]1. Reported procedure: A suspension of 5-cyclopropyl-2-(4-fluorophenyl)-N-methyl-6-(N-(4-(4,4,5,5-tetramethyl-1,3,2-dioxaborolan-2-yl)phenyl)methylsulfonamido)benzofuran-3-carboxamide (152 mg, 0.251 mmol), polymer-supported benzeneboronic acid (480 mg, 1.255 mmol), and aqueous 5N HCl (0.35 mL, 1.757 mmol) in tetrahydrofuran (15 mL) was stirred at room temperature for 48 hours. The solution was filtered, concentrated to dryness, and purified by reverse phase HPLC to afford 4-(N-(5-cyclopropyl-2-(4-fluorophenyl)-3-(meth... Starting materials: N(N)C1=NC=CC(=N1)C1=CC(=CC=C1)C(F)(F)F (2-hydrazino-4-(m-trifluoromethylphenyl)pyrimidine), C(OCC)(OCC)OCC (triethyl orthoformate). Product: FC(C=1C=C(C=CC1)C1=NC=2N(C=C1)C=NN2)(F)F (7-(m-Trifluoromethylphenyl)-1,2,4-triazolo[4,3-a]pyrimidine). RXN SMILES: [NH:1]([C:3]1[N:8]=[C:7]([C:9]2[CH:14]=[CH:13][CH:12]=[C:11]([C:15]([F:18])([F:17])[F:16])[CH:10]=2)[CH:6]=[CH:5][N:4]=1)[NH2:2].[CH:19](OCC)(OCC)OCC>>[F:16][C:15]([F:18])([F:17])[C:11]1[CH:10]=[C:9]([C:7]2[CH:6]=[CH:5][N:4]3[CH:19]=[N:2][N:1]=[C:3]3[N:8]=2)[CH:14]=[CH:13][CH:12]=1. Reported procedure: A mixture of 2.0 g. of 2-hydrazino-4-(m-trifluoromethylphenyl)pyrimidine and 25 ml. of triethyl orthoformate is refluxed for 8 hours. Cooling gives the desired compound, m.p. 202°-203° C. RXN SMILES: [SH:1][C:2]1[NH:6][C:5]2[CH:7]=[CH:8][C:9]([O:11][C:12]([F:17])([F:16])[CH:13]([F:15])[F:14])=[CH:10][C:4]=2[N:3]=1.[Cl-].Cl[CH2:20][C:21]1[CH:26]=[C:25]([O:27][CH3:28])[C:24]([O:29][CH3:30])=[CH:23][NH+:22]=1.[OH-].[Na+]>C(O)C>[CH3:28][O:27][C:25]1[C:24]([O:29][CH3:30])=[CH:23][N:22]=[C:21]([CH2:20][S:1][C:2]2[NH:6][C:5]3[CH:7]=[CH:8][C:9]([O:11][C:12]([F:17])([F:16])[CH:13]([F:15])[F:14])=[CH:10][C:4]=3[N:3]=2)[CH:26]=1 |f:1.2,3.4|. Procedure details: 1.40 g of the title compound are obtained as a yellow oil by the procedure described in Example 1, by reacting 1.07 g of 2-mercapto-5-(1,1,2,2-tetrafluoroethoxy)-1H-benzimidazole with 0.90 g of 2-chloromethyl-4,5-dimethoxypyridinium chloride in 15 ml of ethanol with the addition of 17 ml of 0.5N sodium hydroxide solution. Recrystallization from petroleum ether yields 1.20 g (72% of theoretical) of the desired compound as colorless crystals of m.p. 125°-127° C. The reactants are SC1=NC2=C(N1)C=CC(=C2)OC(C(F)F)(F)F (2-mercapto-5-(1,1,2,2-tetrafluoroethoxy)-1H-benzimidazole), [Cl-].ClCC1=[NH+]C=C(C(=C1)OC)OC (2-chloromethyl-4,5-dimethoxypyridinium chloride), [OH-].[Na+] (sodium hydroxide). Run in C(C)O (ethanol). Yields the product COC1=CC(=NC=C1OC)CSC1=NC2=C(N1)C=CC(=C2)OC(C(F)F)(F)F (2-[(4,5-Dimethoxy-2-pyridyl)methylthio]-5-(1,1,2,2-tetrafluoroethoxy)-1H-benzimidazole).